describe an organic reaction: reactants, conditions, products, and yield From a dataset of the Open Reaction Database (ORD), a public repository of structured organic reaction records. Starting materials: O=C=Nc1ccc([N+](=O)[O-])cc1, NC(CC(=O)O)C(=O)O, [Na+], [OH-], O, c1ccccc1. Yields the product O=C(O)CC(NC(=O)Nc1ccc([N+](=O)[O-])cc1)C(=O)O. Reaction SMILES: [N+:10](=[O:11])([O-:12])[c:13]1[cH:14][cH:15][c:16]([N:19]=[C:20]=[O:21])[cH:17][cH:18]1.[NH2:1][CH:2]([CH2:3][C:4]([OH:5])=[O:6])[C:7]([OH:8])=[O:9].[Na+:24].[OH-:23].[OH2:22].[cH:25]1[cH:26][cH:27][cH:28][cH:29][cH:30]1>>[NH:1]([CH:2]([CH2:3][C:4]([OH:5])=[O:6])[C:7]([OH:8])=[O:9])[C:20]([NH:19][c:16]1[cH:15][cH:14][c:13]([N+:10](=[O:11])[O-:12])[cH:18][cH:17]1)=[O:21]. Reactants: ClC1=C(C=C(C=C1B1OC(C(O1)(C)C)(C)C)C#N)NC(OC(C)(C)C)=O (Tert-butyl (2-chloro-5-cyano-3-(4,4,5,5-tetramethyl-1,3,2-dioxaborolan-2-yl)phenyl)carbamate), P(=O)([O-])([O-])[O-].[K+].[K+].[K+] (potassium phosphate), BrC(CCO)=C (3-bromobut-3-en-1-ol), C1CCOC1 (THF). The reagents and catalysts are CC(C)C1=CC(=C(C(=C1)C(C)C)C2=CC=CC=C2P(C3CCCCC3)C4CCCCC4)C(C)C.C1=CC=C([C-]=C1)CCN.Cl[Pd+] ((2-dicyclohexylphosphino-2′,4′,6′-triisopropyl-1,1′-biphenyl)[2-(2-aminoethyl)phenyl]palladium(II) chloride). The solvent is CCOC(=O)C (EtOAc), O (water). Conditions: temperature 60 celsius. Yields the product ClC1=C(C=C(C=C1C(=C)CCO)C#N)NC(OC(C)(C)C)=O (Tert-butyl (2-chloro-5-cyano-3-(4-hydroxybut-1-en-2-yl)phenyl)carbamate). The yield is 43.0%. Reaction SMILES: [Cl:1][C:2]1[C:7](B2OC(C)(C)C(C)(C)O2)=[CH:6][C:5]([C:17]#[N:18])=[CH:4][C:3]=1[NH:19][C:20](=[O:26])[O:21][C:22]([CH3:25])([CH3:24])[CH3:23].P([O-])([O-])([O-])=O.[K+].[K+].[K+].Br[C:36](=[CH2:40])[CH2:37][CH2:38][OH:39].C1COCC1>CCOC(C)=O.CC(C1C=C(C(C)C)C(C2C(P(C3CCCCC3)C3CCCCC3)=CC=CC=2)=C(C(C)C)C=1)C.C1C=[C-]C(CCN)=CC=1.Cl[Pd+].O>[Cl:1][C:2]1[C:7]([C:36]([CH2:37][CH2:38][OH:39])=[CH2:40])=[CH:6][C:5]([C:17]#[N:18])=[CH:4][C:3]=1[NH:19][C:20](=[O:26])[O:21][C:22]([CH3:23])([CH3:24])[CH3:25] |f:1.2.3.4,8.9.10|. Procedure: Tert-butyl (2-chloro-5-cyano-3-(4,4,5,5-tetramethyl-1,3,2-dioxaborolan-2-yl)phenyl)carbamate (864 mg, 2.282 mmol), (2-dicyclohexylphosphino-2′,4′,6′-triisopropyl-1,1′-biphenyl)[2-(2-aminoethyl)phenyl]palladium(II) chloride (84 mg, 0.114 mmol), and potassium phosphate, dibasic (1192 mg, 6.85 mmol) were added to a 100 ml flask, and the flask was purged with N2. 3-bromobut-3-en-1-ol (0.226 mL, 2.282 mmol) and THF (12 mL) were added, followed by water (2.182 mL). The reaction was heated at 60° C. fo... The reactants are FC(C(=O)OCC)C(=O)OCC (Diethyl fluoromalonate), [OH-].[K+] (potassium hydroxide). Run in C(C)O (ethanol), C(C)O (ethanol). Reaction conditions: time 14 hour. Yields the product C(C)OC(C(C(=O)O)F)=O (3-Ethoxy-2-fluoro-3-oxopropionic acid). Isolated yield 114.1%. RXN SMILES: [F:1][CH:2]([C:8]([O:10]CC)=[O:9])[C:3]([O:5][CH2:6][CH3:7])=[O:4].[OH-].[K+]>C(O)C>[CH2:6]([O:5][C:3](=[O:4])[CH:2]([F:1])[C:8]([OH:10])=[O:9])[CH3:7] |f:1.2|. Reported procedure: Diethyl fluoromalonate (15.0 g, 84.19 mmol) was suspended in ethanol (50 ml), a solution of potassium hydroxide (5.56 g, 84.19 mmol) in ethanol (50 ml) was added dropwise under cooling on ice and the mixture was stirred at room temperature for 14 hours. The solvent was removed under reduced pressure, the residue was dissolved in water and acidified by adding a 6N hydrochloric acid aqueous solution under cooling on ice. The mixture was extracted with diethyl ether and the extract was dried over a... The reactants are CO, ClCCl, ClCCl, Cc1ccc(COc2ccn(CCc3ccc(CO)cc3)c(=O)c2)nc1, BrP(Br)Br. Yields the product Cc1ccc(COc2ccn(CCc3ccc(CBr)cc3)c(=O)c2)nc1. Reaction SMILES: [CH3:37][OH:38].[Cl:31][CH2:32][Cl:33].[Cl:34][CH2:35][Cl:36].[OH:1][CH2:2][c:3]1[cH:4][cH:5][c:6]([CH2:9][CH2:10][n:11]2[c:12](=[O:26])[cH:13][c:14]([O:17][CH2:18][c:19]3[n:20][cH:21][c:22]([CH3:25])[cH:23][cH:24]3)[cH:15][cH:16]2)[cH:7][cH:8]1.[P:27]([Br:28])([Br:29])[Br:30]>>[CH2:2]([c:3]1[cH:4][cH:5][c:6]([CH2:9][CH2:10][n:11]2[c:12](=[O:26])[cH:13][c:14]([O:17][CH2:18][c:19]3[n:20][cH:21][c:22]([CH3:25])[cH:23][cH:24]3)[cH:15][cH:16]2)[cH:7][cH:8]1)[Br:28].